This data is from the Open Reaction Database (ORD), a public repository of structured organic reaction records. The task is: describe an organic reaction: reactants, conditions, products, and yield Reported procedure: To a solution of 5-methyl-2-phenyl-7-p-tolylpyrazolo[1,5-a]pyrimidine-6-carbaldehyde (30 mg, 0.092 mmol) in CH2Cl2 (2 mL) at 0° C. was added zinc iodide (14.63 mg, 0.046 mmol) followed by TMS-CN (0.049 mL, 0.367 mmol). The reaction mixture was stirred at room temperature for 4 h and diluted with CH2Cl2 (100 ml), washed with water, and dried over Na2SO4. The solvent was evaporated and the residue was purified by preparative HPLC to give the title compound (15 mg, 46.2%) as TFA salt. Preparative H... Solvent: C(Cl)Cl (CH2Cl2), C(Cl)Cl (CH2Cl2). Conditions: time 4 hour. RXN SMILES: [CH3:1][C:2]1[C:7]([CH:8]=[O:9])=[C:6]([C:10]2[CH:15]=[CH:14][C:13]([CH3:16])=[CH:12][CH:11]=2)[N:5]2[N:17]=[C:18]([C:20]3[CH:25]=[CH:24][CH:23]=[CH:22][CH:21]=3)[CH:19]=[C:4]2[N:3]=1.[Si]([C:30]#[N:31])(C)(C)C>C(Cl)Cl.[I-].[Zn+2].[I-]>[OH:9][CH:8]([C:7]1[C:2]([CH3:1])=[N:3][C:4]2[N:5]([N:17]=[C:18]([C:20]3[CH:25]=[CH:24][CH:23]=[CH:22][CH:21]=3)[CH:19]=2)[C:6]=1[C:10]1[CH:11]=[CH:12][C:13]([CH3:16])=[CH:14][CH:15]=1)[C:30]#[N:31] |f:3.4.5|. Product: OC(C#N)C=1C(=NC=2N(C1C1=CC=C(C=C1)C)N=C(C2)C2=CC=CC=C2)C (2-Hydroxy-2-(5-methyl-2-phenyl-7-p-tolylpyrazolo[1,5-a]pyrimidin-6-yl)acetonitrile). The reactants are [Si](C)(C)(C)C#N (TMS-CN), CC1=NC=2N(C(=C1C=O)C1=CC=C(C=C1)C)N=C(C2)C2=CC=CC=C2 (5-methyl-2-phenyl-7-p-tolylpyrazolo[1,5-a]pyrimidine-6-carbaldehyde). Reagents/catalysts: [I-].[Zn+2].[I-] (zinc iodide). Isolated yield 46.0%.